This data is from the Open Reaction Database (ORD), a public repository of structured organic reaction records. The task is: describe an organic reaction: reactants, conditions, products, and yield Reactants: COc1ccc2c(c1)NC(=S)c1ccccc1N2, CCOCCO, NCc1cccnc1. The product is COc1ccc2c(c1)N=C(NCc1cccnc1)c1ccccc1N2. Reaction SMILES: [CH3:1][O:2][c:3]1[cH:4][cH:5][c:6]2[c:7]([cH:18]1)[NH:8][C:9](=[S:17])[c:10]1[c:11]([cH:13][cH:14][cH:15][cH:16]1)[NH:12]2.[CH3:27][CH2:28][O:29][CH2:30][CH2:31][OH:32].[NH2:19][CH2:20][c:21]1[cH:22][n:23][cH:24][cH:25][cH:26]1>>[CH3:1][O:2][c:3]1[cH:4][cH:5][c:6]2[c:7]([cH:18]1)[N:8]=[C:9]([NH:19][CH2:20][c:21]1[cH:22][n:23][cH:24][cH:25][cH:26]1)[c:10]1[c:11]([cH:13][cH:14][cH:15][cH:16]1)[NH:12]2. Starting materials: COC(=O)CCCCCC(O)C1C(=O)C=CC1C=CC(CCCCCO[SiH](C)C)C(C)(C)C, O=C([O-])O, CN(C)c1ccccn1, CS(=O)(=O)Cl, ClCCl, [Na+]. Yields the product COC(=O)CCCCCC=C1C(=O)C=CC1C=CC(CCCCCO[SiH](C)C)C(C)(C)C. Reaction SMILES: [C:1]([CH3:2])([CH3:3])([CH3:4])[CH:5]([CH:6]=[CH:7][CH:8]1[CH:9]=[CH:10][C:11](=[O:24])[CH:12]1[CH:13]([CH2:14][CH2:15][CH2:16][CH2:17][CH2:18][C:19](=[O:20])[O:21][CH3:22])[OH:23])[CH2:25][CH2:26][CH2:27][CH2:28][CH2:29][O:30][SiH:31]([CH3:32])[CH3:33].[C:48](=[O:49])([OH:50])[O-:51].[CH3:34][N:35]([c:36]1[cH:37][cH:38][cH:39][cH:40][n:41]1)[CH3:42].[CH3:43][S:44](=[O:45])(=[O:46])[Cl:47].[Cl:53][CH2:54][Cl:55].[Na+:52]>>[C:1]([CH3:2])([CH3:3])([CH3:4])[CH:5]([CH:6]=[CH:7][CH:8]1[CH:9]=[CH:10][C:11](=[O:24])[C:12]1=[CH:13][CH2:14][CH2:15][CH2:16][CH2:17][CH2:18][C:19](=[O:20])[O:21][CH3:22])[CH2:25][CH2:26][CH2:27][CH2:28][CH2:29][O:30][SiH:31]([CH3:32])[CH3:33]. Reactants: ice water, S(O)(O)(=O)=O (sulfuric acid), [N-]=[N+]=[N-].[Na+] (sodium azide), C1=CC=CC=2C(C3=CC=CC=C3C(C12)=O)=O (anthraquinone). Solvent: ClCCl (DCM). Run at temperature 0 celsius, time 8 hour. Product: C1=CC=CC=2NC(C3=C(C(C21)=O)C=CC=C3)=O (5H-dibenzo[b,e]azepine-6,11-dione). Isolated yield 98.9%. As a reaction SMILES: S(=O)(=O)(O)O.[CH:6]1[C:19]2[C:18](=[O:20])[C:17]3[C:12](=[CH:13][CH:14]=[CH:15][CH:16]=3)[C:11](=[O:21])[C:10]=2[CH:9]=[CH:8][CH:7]=1.[N-:22]=[N+]=[N-].[Na+]>ClCCl>[CH:6]1[C:19]2[C:18](=[O:20])[C:17]3[CH:16]=[CH:15][CH:14]=[CH:13][C:12]=3[C:11](=[O:21])[NH:22][C:10]=2[CH:9]=[CH:8][CH:7]=1 |f:2.3|. Procedure details: A mixture of concentrated sulfuric acid (25.2 mL) and DCM (dichloromethane) (8.4 mL) was cooled to 0° C., anthraquinone (1) (5 g, 24 mmol) was added, then sodium azide (1.84 g, 28.3 mmol) was added in small portions over a 1 h period at 0-5° C. The reaction mixture stirred overnight at room temperature and then poured into ice water (300 mL). The product was filtered off, washed with water till acid-free and dried to give 5H-dibenzo[b,e]azepine-6,11-dione (2) as a white solid (5.3 g, 100%). Data... The reactants are N#N.C(C)OC(CN(CC(C)OC)C([C@@H](NS(=O)(=O)C1=CC2=CC(=C(C=C2C=C1)OC)OC)CCCNC(N)=N)=O)=O (N2 (6, 7-dimethoxy-2-naphthylsulfonyl)-L-arginyl-N-(2-methoxypropyl)glycine ethyl ester). Run in CO (methanol), [OH-].[Na+] (sodium hydroxide). Reaction conditions: time 10 hour. Product: N#N.COC=1C=C2C=CC(=CC2=CC1OC)S(=O)(=O)N[C@@H](CCCNC(N)=N)C(=O)N(CC(=O)O)CC(C)OC (N2 (6, 7-dimethoxy-2-naphthylsulfonyl)L-arginyl-N-(2-methoxypropyl)glycine). The yield is 82.0%. As a reaction SMILES: [N:1]#[N:2].C([O:5][C:6](=[O:42])[CH2:7][N:8]([C:14](=[O:41])[C@H:15]([CH2:34][CH2:35][CH2:36][NH:37][C:38](=[NH:40])[NH2:39])[NH:16][S:17]([C:20]1[CH:29]=[CH:28][C:27]2[C:22](=[CH:23][C:24]([O:32][CH3:33])=[C:25]([O:30][CH3:31])[CH:26]=2)[CH:21]=1)(=[O:19])=[O:18])[CH2:9][CH:10]([O:12][CH3:13])[CH3:11])C>CO.[OH-].[Na+]>[N:1]#[N:2].[CH3:31][O:30][C:25]1[CH:26]=[C:27]2[C:22](=[CH:23][C:24]=1[O:32][CH3:33])[CH:21]=[C:20]([S:17]([NH:16][C@H:15]([C:14]([N:8]([CH2:9][CH:10]([O:12][CH3:13])[CH3:11])[CH2:7][C:6]([OH:42])=[O:5])=[O:41])[CH2:34][CH2:35][CH2:36][NH:37][C:38](=[NH:39])[NH2:40])(=[O:18])=[O:19])[CH:29]=[CH:28]2 |f:0.1,3.4,5.6|. Reported procedure: A solution of 2.3 g of N2 -(6, 7-dimethoxy-2-naphthylsulfonyl)-L-arginyl-N-(2-methoxypropyl)glycine ethyl ester in 15 ml of methanol and 5 ml of 2N sodium hydroxide solution was warmed at 40° C and held at that temperature for 10 hours. At the end of this period, the reaction mixture was concentrated and chromatographed on 200 ml of Daiaion® SK 102 ion exchange resin (200-300 mesh, H+ form, manufactured by Mitsubishi Chemical Industries Limited) packed in water, washed with ethanol-water (1:4) a... Starting materials: COC(=O)C1=NC=C(C=C1Br)C (3-Bromo-5-methyl-pyridine-2-carboxylic acid methyl ester), O (water), COC(C=C)=O (methylacrylate), C1(=C(C=CC=C1)P(C1=C(C=CC=C1)C)C1=C(C=CC=C1)C)C (tri-o-tolylphosphine). The reagents and catalysts are [CH2-]C=C.[CH2-]C=C.Cl[Pd+].Cl[Pd+] (allylpalladium(II) chloride dimer). Run in CCOC(=O)C (EtOAc), C1(=CC=CC=C1)C (toluene), CC(=O)N(C)C (dimethylacetamide). Reaction conditions: temperature 115 celsius, time 18 hour. The product is COC(=O)C1=NC=C(C=C1C=CC(=O)OC)C (3-(2-Methoxycarbonyl-vinyl)-5-methyl-pyridine-2-carboxylic acid methyl ester). The yield is 80.2%. RXN SMILES: [CH3:1][O:2][C:3]([C:5]1[C:10](Br)=[CH:9][C:8]([CH3:12])=[CH:7][N:6]=1)=[O:4].[CH3:13][O:14][C:15](=[O:18])[CH:16]=[CH2:17].C1(C)C=CC=CC=1P(C1C=CC=CC=1C)C1C=CC=CC=1C.O>CCOC(C)=O.[CH2-]C=C.[CH2-]C=C.Cl[Pd+].Cl[Pd+].C1(C)C=CC=CC=1.CC(N(C)C)=O>[CH3:1][O:2][C:3]([C:5]1[C:10]([CH:17]=[CH:16][C:15]([O:14][CH3:13])=[O:18])=[CH:9][C:8]([CH3:12])=[CH:7][N:6]=1)=[O:4] |f:5.6.7.8|. Procedure: 3-Bromo-5-methyl-pyridine-2-carboxylic acid methyl ester (1.6 g, 6.945 mmol), methylacrylate (1.50 g, 17.39 mmol), allylpalladium(II) chloride dimer (0.127 g, 0.348 mmol), tri-o-tolylphosphine (0.212 g, 0.695 mmol), water free sodium carbonate (2.211 g, 20.9 mmol), and N,N.dimethylacetamide (4.56 ml) were added to toluene (15 ml) and the reaction mixture was stirred for 18 h at 115° C. in a microwave apparatus. The mixture was diluted with EtOAc, washed with brine, dried over sodium sulfate, and... The reactants are C(C)(C)[N-]C(C)C.[Li+] (lithium diisopropylamide), C1(=CC=CC=C1)S(=O)(=O)N1C=CC2=CC=CC=C12 (1-phenylsulfonyl-1H-indole), C(C1=CC=CC=C1)N1CCC(CC1)=O (1-benzyl-4-piperidinone). Run in O1CCCC1 (tetrahydrofuran), O1CCCC1 (tetrahydrofuran). Run at time 1.5 hour. Yields the product C1(=CC=CC=C1)S(=O)(=O)N1C(=CC2=CC=CC=C12)C1(CCN(CC1)CC1=CC=CC=C1)O (1-phenylsulfonyl-2-(1-benzyl-4-hydroxypiperidin-4-yl)-1H-indole). Isolated yield 46.7%. Reaction SMILES: C([N-]C(C)C)(C)C.[Li+].[C:9]1([S:15]([N:18]2[C:26]3[C:21](=[CH:22][CH:23]=[CH:24][CH:25]=3)[CH:20]=[CH:19]2)(=[O:17])=[O:16])[CH:14]=[CH:13][CH:12]=[CH:11][CH:10]=1.[CH2:27]([N:34]1[CH2:39][CH2:38][C:37](=[O:40])[CH2:36][CH2:35]1)[C:28]1[CH:33]=[CH:32][CH:31]=[CH:30][CH:29]=1>O1CCCC1>[C:9]1([S:15]([N:18]2[C:26]3[C:21](=[CH:22][CH:23]=[CH:24][CH:25]=3)[CH:20]=[C:19]2[C:37]2([OH:40])[CH2:38][CH2:39][N:34]([CH2:27][C:28]3[CH:33]=[CH:32][CH:31]=[CH:30][CH:29]=3)[CH2:35][CH2:36]2)(=[O:17])=[O:16])[CH:10]=[CH:11][CH:12]=[CH:13][CH:14]=1 |f:0.1|. Reported procedure: A solution of lithium diisopropylamide (15.5 mMol in tetrahydrofuran) was added via cannula to a solution of 4.0 gm (15.5 mMol) 1-phenylsulfonyl-1H-indole in 100 mL tetrahydrofuran at -78° C. The reaction mixture was stirred at this temperature for 1.5 hours, warmed to room temperature for 1 hour and then cooled again to -78° C. To this solution was then added a solution of 2.94 mL (15.9 mMol) 1-benzyl-4-piperidinone in tetrahydrofuran and the resulting mixture was allowed to warm to room temper...